This data is from the Open Reaction Database (ORD), a public repository of structured organic reaction records. The task is: describe an organic reaction: reactants, conditions, products, and yield Conditions: time 1.5 hour. RXN SMILES: C[O:2][C:3](=[O:29])[C:4]([OH:28])=[CH:5][C:6]([C:8]1[C:16]2[C:11](=[CH:12][CH:13]=[C:14]([O:17][CH2:18][O:19][CH3:20])[CH:15]=2)[N:10]([C:21]([O:23][C:24]([CH3:27])([CH3:26])[CH3:25])=[O:22])[CH:9]=1)=[O:7].[OH-].[Li+]>O1CCOCC1>[C:24]([O:23][C:21]([N:10]1[C:11]2[C:16](=[CH:15][C:14]([O:17][CH2:18][O:19][CH3:20])=[CH:13][CH:12]=2)[C:8]([C:6](=[O:7])[CH:5]=[C:4]([OH:28])[C:3]([OH:29])=[O:2])=[CH:9]1)=[O:22])([CH3:27])([CH3:25])[CH3:26] |f:1.2|. Procedure: To a solution of 0.345 g (0.85 mmol) of the ester derivative obtained in above (1) in dioxane (7 ml) was added 1.7 ml of 1 N lithium hydroxide. The mixture was stirred for 1.5 hours at room temperature. The solvent was removed under reduced pressure at room temperature and the residue was dissolved in water. The aqueous layer was washed twice with ethyl acetate and neutralized with 1 N hydrochloric acid (1.7 ml) and extracted with ethyl acetate. The organic layer was washed with water and brine,... Reactants: ester, COC(C(=CC(=O)C1=CN(C2=CC=C(C=C12)OCOC)C(=O)OC(C)(C)C)O)=O (4-(1-tert-Butoxycarbonyl-5-methoxymethyloxy-indol-3-yl)-2-hydroxy-4oxo-2-butenoic acid methyl ester), [OH-].[Li+] (lithium hydroxide). Yields the product C(C)(C)(C)OC(=O)N1C=C(C2=CC(=CC=C12)OCOC)C(C=C(C(=O)O)O)=O (4-(1-tert-Butoxycarbonyl-5-methoxymethyloxy-indol-3-yl)-2-hydroxy-4-oxo-2-butenoic acid). The yield is 84.0%. Solvent: O1CCOCC1 (dioxane). The reactants are CNCCN1c2ccccc2COc2ccccc21, COc1cccc(CCOS(C)(=O)=O)c1, CC#N, [I-], [Na+], [Na+], [Na+], O=C([O-])[O-]. Product: COc1cccc(CCN(C)CCN2c3ccccc3COc3ccccc32)c1. As a reaction SMILES: [CH3:1][NH:2][CH2:3][CH2:4][N:5]1[c:6]2[c:7]([cH:16][cH:17][cH:18][cH:19]2)[O:8][CH2:9][c:10]2[c:11]1[cH:12][cH:13][cH:14][cH:15]2.[CH3:20][S:21]([O:22][CH2:25][CH2:26][c:27]1[cH:28][c:29]([O:33][CH3:34])[cH:30][cH:31][cH:32]1)(=[O:23])=[O:24].[CH3:43][C:44]#[N:45].[I-:42].[Na+:35].[Na+:36].[Na+:41].[O-:37][C:38](=[O:39])[O-:40]>>[CH3:1][N:2]([CH2:3][CH2:4][N:5]1[c:6]2[c:7]([cH:16][cH:17][cH:18][cH:19]2)[O:8][CH2:9][c:10]2[c:11]1[cH:12][cH:13][cH:14][cH:15]2)[CH2:25][CH2:26][c:27]1[cH:28][c:29]([O:33][CH3:34])[cH:30][cH:31][cH:32]1. The reactants are [F-].[K+] (potassium fluoride), C(C)OCC (diethyl ether), BrC1=C(C=CC=C1)CC(F)(F)F (Bromo-2-(2,2,2-trifluoroethyl)benzene), C(C)(C)(C)P(C(C)(C)C)C(C)(C)C (tri-tert-butylphosphine). Reagents/catalysts: C=1C=CC(=CC1)/C=C/C(=O)/C=C/C2=CC=CC=C2.C=1C=CC(=CC1)/C=C/C(=O)/C=C/C2=CC=CC=C2.C=1C=CC(=CC1)/C=C/C(=O)/C=C/C2=CC=CC=C2.[Pd].[Pd] (Pd2(dba)3). Run in CCCCC (pentane), C1(=CC=CC=C1)C (toluene), C(CCC)[Sn](C=C)(CCCC)CCCC (tributyl(vinyl)tin). Reaction conditions: temperature 40 celsius, time 30 minute. Yields the product FC(CC1=C(C=CC=C1)C1OC1)(F)F (2-(2-(2,2,2-Trifluoroethyl)phenyl)oxirane). RXN SMILES: Br[C:2]1[CH:7]=[CH:6][CH:5]=[CH:4][C:3]=1[CH2:8][C:9]([F:12])([F:11])[F:10].C(P(C(C)(C)C)C(C)(C)C)(C)(C)C.C([O:28][CH2:29][CH3:30])C.[F-].[K+]>C1(C)C=CC=CC=1.C([Sn](CCCC)(CCCC)C=C)CCC.C1C=CC(/C=C/C(/C=C/C2C=CC=CC=2)=O)=CC=1.C1C=CC(/C=C/C(/C=C/C2C=CC=CC=2)=O)=CC=1.C1C=CC(/C=C/C(/C=C/C2C=CC=CC=2)=O)=CC=1.[Pd].[Pd].CCCCC>[F:10][C:9]([F:12])([F:11])[CH2:8][C:3]1[CH:4]=[CH:5][CH:6]=[CH:7][C:2]=1[CH:30]1[CH2:29][O:28]1 |f:3.4,7.8.9.10.11|. Procedure: Bromo-2-(2,2,2-trifluoroethyl)benzene (0.5 g) was dissolved in degassed toluene and tributyl(vinyl)tin (0.67 mL), Pd2(dba)3 (0.096 g) and tri-tert-butylphosphine (0.25 mL, 1M solution) were added. Reaction mixture was heated to 40° C. After 4 hours heating was stopped and 1:1 solution of diethyl ether and pentane (10 ml) was added, followed by potassium fluoride (1.0 g). Mixture was stirred for 30 minutes after which it was filtered through a pad of silicagel and the filtrate was concentrated ge... Starting materials: C1=CC=CC=2C3=CC=CC=C3C(C12)COC(=O)N[C@@H](CCCCN)C(=O)O (Nα-(9-fluorenylmethoxycarbonyl)-L-lysine), CC1=CC=C(C=C1)S(=O)(=O)Cl (4-methylbenzenesulfonyl chloride). Yields the product CC1=CC=C(C=C1)S(=O)(=O)NCCCC[C@H](NC(=O)OCC1C2=CC=CC=C2C=2C=CC=CC12)C(=O)O (Nε-(4-Methylbenzenesulfonyl)-Nα-(9-fluorenylmethoxycarbonyl)-L-lysine). Yield: 71.0%. Reaction SMILES: [CH:1]1[C:13]2[CH:12]([CH2:14][O:15][C:16]([NH:18][C@H:19]([C:25]([OH:27])=[O:26])[CH2:20][CH2:21][CH2:22][CH2:23][NH2:24])=[O:17])[C:11]3[C:6](=[CH:7][CH:8]=[CH:9][CH:10]=3)[C:5]=2[CH:4]=[CH:3][CH:2]=1.[CH3:28][C:29]1[CH:34]=[CH:33][C:32]([S:35](Cl)(=[O:37])=[O:36])=[CH:31][CH:30]=1>>[CH3:28][C:29]1[CH:34]=[CH:33][C:32]([S:35]([NH:24][CH2:23][CH2:22][CH2:21][CH2:20][C@@H:19]([C:25]([OH:27])=[O:26])[NH:18][C:16]([O:15][CH2:14][CH:12]2[C:11]3[CH:10]=[CH:9][CH:8]=[CH:7][C:6]=3[C:5]3[C:13]2=[CH:1][CH:2]=[CH:3][CH:4]=3)=[O:17])(=[O:37])=[O:36])=[CH:31][CH:30]=1. Procedure details: Nα-(9-fluorenylmethoxycarbonyl)-L-lysine was reacted with 4-methylbenzenesulfonyl chloride under the conditions used in example 2 giving 71% of the title compound. Starting materials: CC1CCC(C(C)C)C(C(=O)NCCc2ccccc2Br)C1, CN1CCCC1=O, N#C[Cu]. The product is CC1CCC(C(C)C)C(C(=O)NCCc2ccccc2C#N)C1. RXN SMILES: [Br:1][c:2]1[c:3]([CH2:8][CH2:9][NH:10][C:11](=[O:12])[CH:13]2[CH:14]([CH:20]([CH3:21])[CH3:22])[CH2:15][CH2:16][CH:17]([CH3:19])[CH2:18]2)[cH:4][cH:5][cH:6][cH:7]1.[CH3:26][N:27]1[CH2:28][CH2:29][CH2:30][C:31]1=[O:32].[Cu:23][C:24]#[N:25]>>[c:2]1([C:24]#[N:25])[c:3]([CH2:8][CH2:9][NH:10][C:11](=[O:12])[CH:13]2[CH:14]([CH:20]([CH3:21])[CH3:22])[CH2:15][CH2:16][CH:17]([CH3:19])[CH2:18]2)[cH:4][cH:5][cH:6][cH:7]1.